This data is from the Open Reaction Database (ORD), a public repository of structured organic reaction records. The task is: describe an organic reaction: reactants, conditions, products, and yield Starting materials: BrC=1C=NC=CC1CCl (3-bromo-4-(chloromethyl)pyridine), C(C)(C)OC(N[C@H]1CC2=C(NC=3C=CC(=CC23)C#N)C1)=O (((S)-7-cyano-1,2,3,4-tetrahydro-cyclopenta[b]indol-2-yl)-carbamic acid isopropyl ester), C([O-])([O-])=O.[Cs+].[Cs+] (cesium carbonate). Solvent: CN(C=O)C (dimethylformamide), C(C)(=O)OCC (ethyl acetate), ClCCl (dichloromethane), O (water). Conditions: time 8 hour. Yields the product C(C)(C)OC(N[C@H]1CC2=C(N(C=3C=CC(=CC23)C#N)CC2=C(C=NC=C2)Br)C1)=O ((S)-4-((3-Bromopyridin-4-yl)methyl)-7-cyano-1,2,3,4-tetrahydrocyclopenta[b]indol-2-ylcarbamic acid isopropyl ester). The yield is 118.8%. RXN SMILES: [Br:1][C:2]1[CH:3]=[N:4][CH:5]=[CH:6][C:7]=1[CH2:8]Cl.[CH:10]([O:13][C:14](=[O:30])[NH:15][C@@H:16]1[CH2:29][C:19]2[NH:20][C:21]3[CH:22]=[CH:23][C:24]([C:27]#[N:28])=[CH:25][C:26]=3[C:18]=2[CH2:17]1)([CH3:12])[CH3:11].C(=O)([O-])[O-].[Cs+].[Cs+]>CN(C)C=O.C(OCC)(=O)C.ClCCl.O>[CH:10]([O:13][C:14](=[O:30])[NH:15][C@@H:16]1[CH2:29][C:19]2[N:20]([CH2:8][C:7]3[CH:6]=[CH:5][N:4]=[CH:3][C:2]=3[Br:1])[C:21]3[CH:22]=[CH:23][C:24]([C:27]#[N:28])=[CH:25][C:26]=3[C:18]=2[CH2:17]1)([CH3:12])[CH3:11] |f:2.3.4|. Procedure: A mixture of 3-bromo-4-(chloromethyl)pyridine (3.16 g, 11.5 mmol), ((S)-7-cyano-1,2,3,4-tetrahydro-cyclopenta[b]indol-2-yl)-carbamic acid isopropyl ester (2.50 g, 8.82 mmol) and cesium carbonate (4.31 g, 13.2 mmol) in dimethylformamide (20 mL) is stirred at room temperature under nitrogen overnight. The reaction mixture is then diluted with ethyl acetate, dichloromethane, and water. The organic phase is separated, washed with water twice, dried over anhydrous sodium sulfate, filtered, and concen... The reactants are S(=O)(Cl)Cl (Thionyl chloride), OCC(C(=O)OCC)=C (ethyl α-hydroxymethylacrylate). Reaction conditions: time 30 minute. The product is ClCC(C(=O)OCC)=C (ethyl α-chloromethylacrylate). Yield: 103.4%. RXN SMILES: S(Cl)([Cl:3])=O.O[CH2:6][C:7](=[CH2:13])[C:8]([O:10][CH2:11][CH3:12])=[O:9]>>[Cl:3][CH2:6][C:7](=[CH2:13])[C:8]([O:10][CH2:11][CH3:12])=[O:9]. Procedure: Thionyl chloride (10.6 g, 89.1 mmol) was dropwise added to ethyl α-hydroxymethylacrylate (10 g, 76.8 mmol) with ice-cooling; stirring was conducted for 30 minutes; then, a reaction was allowed to take place at 90° C. for 2 hours. After the completion of the reaction, low-boiling compounds were removed under reduced pressure to obtain unpurified ethyl α-chloromethylacrylate (11.8 g). Then, L-arabinoaminooxazoline (11.8 g, 64.0 mmol) was suspended in dimethylacetamide (80 ml). Thereto was dropwise... The reactants are C(CCC)[SnH](CCCC)CCCC (tri-n-butyltin hydride), ClC1=NC=CC(=N1)C1=C(N=C(S1)C(C)C)C=1C=C(N)C=CC1 (3-[5-(2-chloro-4-pyrimidinyl)-2-(1-methylethyl)-1,3-thiazol-4-yl]aniline), ClC1=NC=CC(=N1)C1=C(N=C(O1)C(C)(C)C)C=1C(=C(C=CC1)NC(OCC=C)=O)F (2-propen-1-yl {3-[5-(2-chloro-4-pyrimidinyl)-2-(1,1-dimethylethyl)-1,3-oxazol-4-yl]-2-fluorophenyl}carbamate). Yields the product ClC1=NC=CC(=N1)C1=C(N=C(O1)C(C)(C)C)C=1C(=C(N)C=CC1)F (3-[5-(2-chloro-4-pyrimidinyl)-2-(1,1-dimethylethyl)-1,3-oxazol-4-yl]-2-fluoroaniline), solid. Isolated yield 55.0%. Reaction SMILES: ClC1N=C(C2SC(C(C)C)=NC=2C2C=C(C=CC=2)N)C=CN=1.[Cl:23][C:24]1[N:29]=[C:28]([C:30]2[O:34][C:33]([C:35]([CH3:38])([CH3:37])[CH3:36])=[N:32][C:31]=2[C:39]2[C:40]([F:52])=[C:41]([NH:45]C(=O)OCC=C)[CH:42]=[CH:43][CH:44]=2)[CH:27]=[CH:26][N:25]=1.C([SnH](CCCC)CCCC)CCC>>[Cl:23][C:24]1[N:29]=[C:28]([C:30]2[O:34][C:33]([C:35]([CH3:38])([CH3:37])[CH3:36])=[N:32][C:31]=2[C:39]2[C:40]([F:52])=[C:41]([CH:42]=[CH:43][CH:44]=2)[NH2:45])[CH:27]=[CH:26][N:25]=1. Reported procedure: Following a procedure analogous to the procedure described in Intermediate 13 using 2-propen-1-yl {3-[5-(2-chloro-4-pyrimidinyl)-2-(1,1-dimethylethyl)-1,3-oxazol-4-yl]-2-fluorophenyl}carbamate (1.2 g, 2.78 mmol) and tri-n-butyltin hydride (1.21 g, 4.17 mmol), the title compound was obtained as a yellow solid (530 mg, 55%). MS (ESI): 347 [M+H]+. The reactants are ClC=1C=C(C=CC1)C#CC=1N=C(NC1)C (4-(3-chloro-phenylethynyl)-2-methyl-1H-imidazole), FC=1C=NC=C(C1)F (3,5-difluoro-pyridine). Yields the product ClC=1C=C(C=CC1)C#CC=1N=C(N(C1)C=1C=NC=C(C1)F)C (3-[4-(3-Chloro-phenylethynyl)-2-methyl-imidazol-1-yl]-5-fluoro-pyridine). RXN SMILES: [Cl:1][C:2]1[CH:3]=[C:4]([C:8]#[C:9][C:10]2[N:11]=[C:12]([CH3:15])[NH:13][CH:14]=2)[CH:5]=[CH:6][CH:7]=1.[F:16][C:17]1[CH:18]=[N:19][CH:20]=[C:21](F)[CH:22]=1>>[Cl:1][C:2]1[CH:3]=[C:4]([C:8]#[C:9][C:10]2[N:11]=[C:12]([CH3:15])[N:13]([C:21]3[CH:20]=[N:19][CH:18]=[C:17]([F:16])[CH:22]=3)[CH:14]=2)[CH:5]=[CH:6][CH:7]=1. Reported procedure: The title compound, MS: m/e=312.1 (M+H+), was prepared in accordance with the general method of example 1 from 4-(3-chloro-phenylethynyl)-2-methyl-1H-imidazole and 3,5-difluoro-pyridine. The reactants are [OH-].[Na+] (sodium hydroxide), OCCN(C(COCCC1=CC2=C(SC(=C2)F)C=C1)=O)C (N1-(2-hydroxyethyl)-N1-methyl-2-[2-(2-fluorobenzo[b]thiophen-5-yl)ethoxy]-acetamide), aqueous solution, solution, Cl (hydrochloric acid), O (water). The solvent is O1CCCC1 (tetrahydrofuran), O1CCCC1 (tetrahydrofuran), C(C)(=O)OCC (ethyl acetate). Reaction conditions: temperature 5 celsius, time 8 hour. Yields the product FC1=CC2=C(S1)C=CC(=C2)CCOCCN(CCO)C (2-[{2-[2-(2-fluorobenzo[b]thiophen-5-yl)ethoxy]ethyl}(methyl)amino]-1-ethanol). Isolated yield 86.8%. As a reaction SMILES: [OH:1][CH2:2][CH2:3][N:4]([CH3:21])[C:5](=O)[CH2:6][O:7][CH2:8][CH2:9][C:10]1[CH:19]=[CH:18][C:13]2[S:14][C:15]([F:17])=[CH:16][C:12]=2[CH:11]=1.Cl.O.[OH-].[Na+]>O1CCCC1.C(OCC)(=O)C>[F:17][C:15]1[S:14][C:13]2[CH:18]=[CH:19][C:10]([CH2:9][CH2:8][O:7][CH2:6][CH2:5][N:4]([CH3:21])[CH2:3][CH2:2][OH:1])=[CH:11][C:12]=2[CH:16]=1 |f:3.4|. Procedure: In 7 mL of tetrahydrofuran is dissolved 0.70 g of N1-(2-hydroxyethyl)-N1-methyl-2-[2-(2-fluorobenzo[b]thiophen-5-yl)ethoxy]-acetamide. The solution is cooled to 5° C., to which is dropwise added 6.7 mL of 1 mol/L solution of borane-tetrahydrofuran complex in tetrahydrofuran. The resulting mixture is stirred at ambient temperature overnight, 1.5 mL of 6 mol/L hydrochloric acid is dropwise added, and the resulting mixture is heated under reflux for one hour. After cooling, water and ethyl acetate ... Starting materials: [Cl-], O=C(O)c1ccccc1CCl, OCCCl. Product: O=C(OCCCl)c1ccccc1CCl. Reaction SMILES: [Cl-:1].[Cl:2][CH2:3][c:4]1[c:5]([C:6](=[O:7])[OH:8])[cH:9][cH:10][cH:11][cH:12]1.[OH:13][CH2:14][CH2:15][Cl:16]>>[Cl:2][CH2:3][c:4]1[c:5]([C:6]([O:7][CH2:14][CH2:15][Cl:16])=[O:8])[cH:9][cH:10][cH:11][cH:12]1.